From a dataset of the Open Reaction Database (ORD), a public repository of structured organic reaction records. describe an organic reaction: reactants, conditions, products, and yield Starting materials: [OH-].[Na+] (sodium hydroxide), C(CCCCCC)NC(N(C)C=1C=C(C=CC1)C1=C(C=C(C=C1)CCC(=O)OC)OCCN1CCOCC1)=O (methyl 3-[3′-(3-heptyl-1-methylureido)-2-(2-morpholin-4-ylethoxy)biphenyl-4-yl]propanoate), O (water). The solvent is C(C)(=O)O (acetic acid), 8/1/1 tetrahydrofuran methanol water. Conditions: time 4 hour. The product is C(CCCCCC)NC(N(C)C=1C=C(C=CC1)C1=C(C=C(C=C1)CCC(=O)O)OCCN1CCOCC1)=O (3-[3′-(3-heptyl-1-methylureido)-2-(2-morpholin-4-ylethoxy)biphenyl-4-yl]propanoic acid). Isolated yield 2.4%. Reaction SMILES: [OH-].[Na+].[CH2:3]([NH:10][C:11](=[O:41])[N:12]([C:14]1[CH:15]=[C:16]([C:20]2[CH:25]=[CH:24][C:23]([CH2:26][CH2:27][C:28]([O:30]C)=[O:29])=[CH:22][C:21]=2[O:32][CH2:33][CH2:34][N:35]2[CH2:40][CH2:39][O:38][CH2:37][CH2:36]2)[CH:17]=[CH:18][CH:19]=1)[CH3:13])[CH2:4][CH2:5][CH2:6][CH2:7][CH2:8][CH3:9].O>C(O)(=O)C>[CH2:3]([NH:10][C:11](=[O:41])[N:12]([C:14]1[CH:15]=[C:16]([C:20]2[CH:25]=[CH:24][C:23]([CH2:26][CH2:27][C:28]([OH:30])=[O:29])=[CH:22][C:21]=2[O:32][CH2:33][CH2:34][N:35]2[CH2:40][CH2:39][O:38][CH2:37][CH2:36]2)[CH:17]=[CH:18][CH:19]=1)[CH3:13])[CH2:4][CH2:5][CH2:6][CH2:7][CH2:8][CH3:9] |f:0.1|. Reported procedure: 630 mg (1.56 mmol, 2 eq) of sodium hydroxide are added to a solution of 420 mg (0.78 mmol, 1 eq) of methyl 3-[3′-(3-heptyl-1-methylureido)-2-(2-morpholin-4-ylethoxy)biphenyl-4-yl]propanoate in 8 ml of 8/1/1 tetrahydrofuran/methanol/water. The reaction mixture is stirred for 4 hours at room temperature. The reaction medium is hydrolyzed with water and acetic acid and extracted with ethyl acetate. The organic phases are combined, washed with water and dried over sodium sulfate. The solvents are ev... Starting materials: C(O[C@@H](C(N1CCC(CC1)N1CCCCC1)=O)CC1=CC2=CN(N=C2C(=C1)C)COCC[Si](C)(C)C)(OC1=CC=C(C=C1)[N+](=O)[O-])=O ((R)-3-(7-methyl-2-((2-(trimethylsilyl)ethoxy)methyl)-2H-indazol-5-yl)-1-oxo-1-(4-(piperidin-1-yl)piperidin-1-yl)propan-2-yl 4-nitrophenyl carbonate), FC=1C=CC=C2CN(C(NC12)=O)C1CCNCC1 (8-fluoro-3-(piperidin-4-yl)-3,4-dihydroquinazolin-2(1H)-one), C(C)(C)N(CC)C(C)C (diisopropylethylamine). Solvent: CN(C=O)C (dimethylformamide). Run at time 8 hour. Yields the product FC=1C=CC=C2CN(C(NC12)=O)C1CCN(CC1)C(=O)O[C@@H](C(N1CCC(CC1)N1CCCCC1)=O)CC1=CC2=CN(N=C2C(=C1)C)COCC[Si](C)(C)C ((R)-3-(7-Methyl-2-((2-(trimethylsilyl)ethoxy)methyl)-2H-indazol-5-yl)-1-oxo-1-(4-(piperidin-1-yl)piperidin-1-yl)propan-2-yl 4-(8-fluoro-2-oxo-1,2-dihydroquinazolin-3 (4H)-yl)piperidine-1-carboxylate). RXN SMILES: [C:1](=O)([O:37]C1C=CC([N+]([O-])=O)=CC=1)[O:2][C@H:3]([CH2:18][C:19]1[CH:27]=[C:26]([CH3:28])[C:25]2[C:21](=[CH:22][N:23]([CH2:29][O:30][CH2:31][CH2:32][Si:33]([CH3:36])([CH3:35])[CH3:34])[N:24]=2)[CH:20]=1)[C:4](=[O:17])[N:5]1[CH2:10][CH2:9][CH:8]([N:11]2[CH2:16][CH2:15][CH2:14][CH2:13][CH2:12]2)[CH2:7][CH2:6]1.[F:48][C:49]1[CH:50]=[CH:51][CH:52]=[C:53]2[C:58]=1[NH:57][C:56](=[O:59])[N:55]([CH:60]1[CH2:65][CH2:64][NH:63][CH2:62][CH2:61]1)[CH2:54]2.C(N(C(C)C)CC)(C)C>CN(C)C=O>[F:48][C:49]1[CH:50]=[CH:51][CH:52]=[C:53]2[C:58]=1[NH:57][C:56](=[O:59])[N:55]([CH:60]1[CH2:65][CH2:64][N:63]([C:1]([O:2][C@H:3]([CH2:18][C:19]3[CH:27]=[C:26]([CH3:28])[C:25]4[C:21](=[CH:22][N:23]([CH2:29][O:30][CH2:31][CH2:32][Si:33]([CH3:35])([CH3:34])[CH3:36])[N:24]=4)[CH:20]=3)[C:4](=[O:17])[N:5]3[CH2:6][CH2:7][CH:8]([N:11]4[CH2:16][CH2:15][CH2:14][CH2:13][CH2:12]4)[CH2:9][CH2:10]3)=[O:37])[CH2:62][CH2:61]1)[CH2:54]2. Procedure: To a solution of (R)-3-(7-methyl-2-((2-(trimethylsilyl)ethoxy)methyl)-2H-indazol-5-yl)-1-oxo-1-(4-(piperidin-1-yl)piperidin-1-yl)propan-2-yl 4-nitrophenyl carbonate (150 mg, 0.23 mmol) and 8-fluoro-3-(piperidin-4-yl)-3,4-dihydroquinazolin-2(1H)-one (84.2 mg, 1.50 equiv) in dimethylformamide (1 mL) was added diisopropylethylamine (79 μL, 0.45 mmol). The reaction was stirred at room temperature overnight. The reaction was concentrated and purified by column chromatography to give 78 mg (45%) as a ...